This data is from the Open Reaction Database (ORD), a public repository of structured organic reaction records. The task is: describe an organic reaction: reactants, conditions, products, and yield Starting materials: FC1=C(CN(CCO)C(C)C)C=C(C=C1)[N+](=O)[O-] (2-[(2-fluoro-5-nitrobenzyl)(isopropyl)amino]ethanol), [OH-].[Na+] (sodium hydroxide). Run in O (water), CS(=O)C (DMSO). Conditions: time 3 hour. The product is C(C)(C)N1CCOC2=C(C1)C=C(C=C2)[N+](=O)[O-] (4-Isopropyl-7-nitro-2,3,4,5-tetrahydro-1,4-benzoxazepine). Reaction SMILES: F[C:2]1[CH:15]=[CH:14][C:13]([N+:16]([O-:18])=[O:17])=[CH:12][C:3]=1[CH2:4][N:5]([CH:9]([CH3:11])[CH3:10])[CH2:6][CH2:7][OH:8].[OH-].[Na+]>CS(C)=O.O>[CH:9]([N:5]1[CH2:4][C:3]2[CH:12]=[C:13]([N+:16]([O-:18])=[O:17])[CH:14]=[CH:15][C:2]=2[O:8][CH2:7][CH2:6]1)([CH3:11])[CH3:10] |f:1.2|. Procedure details: To 2-[(2-fluoro-5-nitrobenzyl)(isopropyl)amino]ethanol (31.2 g, 90 mmol) in DMSO (250 ml) was added 25% sodium hydroxide solution (43.2 g, 270 mmol) and the mixture was allowed to stir for 3 h. The reaction was diluted to twice its volume with water and the solids were collected by filtration. The filtrate was extracted with methylene chloride (3×150 ml), washed with water, dried with magnesium sulfate, filtered, and concentrated to an oil. The solid and the oil were dissolved in hot 95% ethanol... The reactants are O=c1[nH]c2cc([N+](=O)[O-])ccc2c(=O)n1CCc1ccc(Cl)cc1Cl, O=P(Cl)(Cl)Cl. The product is O=c1c2ccc([N+](=O)[O-])cc2nc(Cl)n1CCc1ccc(Cl)cc1Cl. Reaction SMILES: [Cl:1][c:2]1[c:3]([CH2:9][CH2:10][n:11]2[c:12](=[O:25])[nH:13][c:14]3[cH:15][c:16]([N+:22](=[O:23])[O-:24])[cH:17][cH:18][c:19]3[c:20]2=[O:21])[cH:4][cH:5][c:6]([Cl:8])[cH:7]1.[P:26]([Cl:27])([Cl:28])([Cl:29])=[O:30]>>[Cl:1][c:2]1[c:3]([CH2:9][CH2:10][n:11]2[c:12]([Cl:28])[n:13][c:14]3[cH:15][c:16]([N+:22](=[O:23])[O-:24])[cH:17][cH:18][c:19]3[c:20]2=[O:21])[cH:4][cH:5][c:6]([Cl:8])[cH:7]1. Yields the product C1(CC1)CC(CC=C)OCC=O ([(1-cyclopropylpent-4-en-2-yl)oxy]acetaldehyde). Starting materials: C(C)OC(COC(CC1CC1)CC=C)OCC ([2-(2,2-diethoxyethoxyl)pent-4-en-1-yl]cyclopropane), Cl (hydrochloric acid). The solvent is O1CCCC1 (tetrahydrofuran). Reaction SMILES: C([O:3][CH:4](OCC)[CH2:5][O:6][CH:7]([CH2:12][CH:13]=[CH2:14])[CH2:8][CH:9]1[CH2:11][CH2:10]1)C.Cl>O1CCCC1>[CH:9]1([CH2:8][CH:7]([O:6][CH2:5][CH:4]=[O:3])[CH2:12][CH:13]=[CH2:14])[CH2:10][CH2:11]1. Yield: 121.7%. Procedure: A mixture of [2-(2,2-diethoxyethoxyl)pent-4-en-1-yl]cyclopropane (C66) (20 g, 83 mmol), aqueous hydrochloric acid (2 M, 83 mL, 166 mmol) and tetrahydrofuran (250 mL) was stirred at reflux for 1 hour. The reaction mixture was cooled to room temperature and concentrated to remove tetrahydrofuran. The aqueous phase was extracted with ethyl acetate (2×100 mL). The combined organic extracts were washed with saturated aqueous sodium chloride solution (3×50 mL), dried over sodium sulfate, filtered, and... The reactants are C=1C=CC2=C(C1)N=NN2O (HOBT), CCN=C=NCCCN(C)C.Cl (WSC hydrochloride), C(C)OC=1C=C(C(=O)O)C=C(C1C=1C=NNC1)OCC (3,5-diethoxy-4-(1H-pyrazol-4-yl)benzoic acid), Cl.O=C1NC(=NO1)C=1C=C2C(CC3(CCNCC3)OC2=CC1)=O (6-(5-oxo-4,5-dihydro-1,2,4-oxadiazol-3-yl)spiro[chroman-2,4′-piperidin]-4-one hydrochloride). Solvent: O (Water), CN(C)C=O (DMF), CCN(CC)CC (Et3N). Reaction conditions: time 8 hour. The product is C(C)OC=1C=C(C=C(C1C=1C=NNC1)OCC)C(=O)N1CCC2(CC1)OC1=CC=C(C=C1C(C2)=O)C2=NOC(N2)=O (1′-{[3,5-Diethoxy-4-(1H-pyrazol-4-yl)phenyl]carbonyl}-6-(5-oxo-4,5-dihydro-1,2,4-oxadiazol-3-yl)spiro[chroman-2,4′-piperidin]-4-one). Reaction SMILES: C1C=CC2N(O)N=NC=2C=1.CCN=C=NCCCN(C)C.Cl.[CH2:23]([O:25][C:26]1[CH:27]=[C:28]([CH:32]=[C:33]([O:40][CH2:41][CH3:42])[C:34]=1[C:35]1[CH:36]=[N:37][NH:38][CH:39]=1)[C:29]([OH:31])=O)[CH3:24].Cl.[O:44]=[C:45]1[O:49][N:48]=[C:47]([C:50]2[CH:51]=[C:52]3[C:62](=[CH:63][CH:64]=2)[O:61][C:55]2([CH2:60][CH2:59][NH:58][CH2:57][CH2:56]2)[CH2:54][C:53]3=[O:65])[NH:46]1>O.CN(C=O)C.CCN(CC)CC>[CH2:41]([O:40][C:33]1[CH:32]=[C:28]([C:29]([N:58]2[CH2:59][CH2:60][C:55]3([CH2:54][C:53](=[O:65])[C:52]4[C:62](=[CH:63][CH:64]=[C:50]([C:47]5[NH:46][C:45](=[O:44])[O:49][N:48]=5)[CH:51]=4)[O:61]3)[CH2:56][CH2:57]2)=[O:31])[CH:27]=[C:26]([O:25][CH2:23][CH3:24])[C:34]=1[C:35]1[CH:36]=[N:37][NH:38][CH:39]=1)[CH3:42] |f:1.2,4.5|. Procedure: Et3N (83 μL), HOBT (46 mg) and WSC hydrochloride (58 mg) were added to a DMF (4 mL) solution of 3,5-diethoxy-4-(1H-pyrazol-4-yl)benzoic acid (101 mg) and 6-(5-oxo-4,5-dihydro-1,2,4-oxadiazol-3-yl)spiro[chroman-2,4′-piperidin]-4-one hydrochloride (70 mg), and stirred overnight at room temperature. Water was added to the reaction liquid, the formed solid was taken out through filtration, and the solid was washed with water and ether. The solid was dried under reduced pressure to obtain the title c... Starting materials: C(C)N1C(COC2(C1)CCN(CC2)C(=O)OC(C)(C)C)=O (tert-butyl 4-ethyl-3-oxo-1-oxa-4,9-diazaspiro[5.5]undecane-9-carboxylate), Cl (HCl), O1CCOCC1 (dioxane). Conditions: time 1 hour. Product: Cl.C(C)N1C(COC2(C1)CCNCC2)=O (4-ethyl-1-oxa-4,9-diazaspiro[5.5]undecan-3-one hydrochloride). As a reaction SMILES: [CH2:1]([N:3]1[CH2:8][C:7]2([CH2:13][CH2:12][N:11](C(OC(C)(C)C)=O)[CH2:10][CH2:9]2)[O:6][CH2:5][C:4]1=[O:21])[CH3:2].[ClH:22].O1CCOCC1>>[ClH:22].[CH2:1]([N:3]1[CH2:8][C:7]2([CH2:13][CH2:12][NH:11][CH2:10][CH2:9]2)[O:6][CH2:5][C:4]1=[O:21])[CH3:2] |f:3.4|. Procedure: To a 100 mL round bottom flask containing tert-butyl 4-ethyl-3-oxo-1-oxa-4,9-diazaspiro[5.5]undecane-9-carboxylate (800 mg, 2.68 mmol) was added 4M HCl in dioxane (10 mL, 40.0 mmol). The reaction mixture was placed under a nitrogen atmosphere and stirred at room temperature. After 1 h, analysis by LCMS indicated the reaction had gone to completion. The reaction mixture was concentrated in vacuo to afford the title compound as the HCl salt, which was carried forward without further purification. ... Starting materials: Cc1ccccc1, O=CO, Nc1nc(Cl)c(N)c(Cl)n1, O. The product is Nc1nc(Cl)c(NC=O)c(Cl)n1. Reaction SMILES: [CH3:15][c:16]1[cH:17][cH:18][cH:19][cH:20][cH:21]1.[CH:12](=[O:13])[OH:14].[NH2:1][c:2]1[n:3][c:4]([Cl:10])[c:5]([NH2:9])[c:6]([Cl:8])[n:7]1.[OH2:11]>>[NH2:1][c:2]1[n:3][c:4]([Cl:10])[c:5]([NH:9][CH:12]=[O:13])[c:6]([Cl:8])[n:7]1. Starting materials: COC(=O)c1ccc(OCC(=O)N2CCN(C(=O)OC(C)(C)C)CC2)cc1Cl, C1CCOC1, C[Si](C)(C)[O-], [K+], [K+], O, [O-][SiH3]. Yields the product CC(C)(C)OC(=O)N1CCN(C(=O)COc2ccc(C(=O)O)c(Cl)c2)CC1. RXN SMILES: [C:1]([CH3:2])([CH3:3])([CH3:4])[O:5][C:6](=[O:7])[N:8]1[CH2:9][CH2:10][N:11]([C:14]([CH2:15][O:16][c:17]2[cH:18][c:19]([Cl:27])[c:20]([C:23](=[O:24])[O:25][CH3:26])[cH:21][cH:22]2)=[O:28])[CH2:12][CH2:13]1.[CH2:38]1[O:39][CH2:40][CH2:41][CH2:42]1.[CH3:29][Si:30]([CH3:31])([CH3:32])[O-:33].[K+:34].[K+:37].[OH2:43].[SiH3:35][O-:36]>>[C:1]([CH3:2])([CH3:3])([CH3:4])[O:5][C:6](=[O:7])[N:8]1[CH2:9][CH2:10][N:11]([C:14]([CH2:15][O:16][c:17]2[cH:18][c:19]([Cl:27])[c:20]([C:23](=[O:24])[OH:25])[cH:21][cH:22]2)=[O:28])[CH2:12][CH2:13]1. The reactants are O (water), OC1=C(C=CC=C1)CCC(=O)N (3-(2-Hydroxyphenyl)propionamide), BrC(C(=O)OC(C)(C)C)(C)C (tert-butyl 2-bromoisobutyrate), C([O-])([O-])=O.[K+].[K+] (potassium carbonate). Run in C(C)#N (acetonitrile). Run at temperature 80 celsius. The product is NC(=O)CCC1=C(OC(C(=O)OC(C)(C)C)(C)C)C=CC=C1 (tert-Butyl 2-[2-(2-Aminocarbonylethyl)phenoxy]-2-methylpropionate). As a reaction SMILES: [OH:1][C:2]1[CH:7]=[CH:6][CH:5]=[CH:4][C:3]=1[CH2:8][CH2:9][C:10]([NH2:12])=[O:11].C(=O)([O-])[O-].[K+].[K+].Br[C:20]([CH3:29])([CH3:28])[C:21]([O:23][C:24]([CH3:27])([CH3:26])[CH3:25])=[O:22].O>C(#N)C>[NH2:12][C:10]([CH2:9][CH2:8][C:3]1[CH:4]=[CH:5][CH:6]=[CH:7][C:2]=1[O:1][C:20]([CH3:29])([CH3:28])[C:21]([O:23][C:24]([CH3:27])([CH3:26])[CH3:25])=[O:22])=[O:11] |f:1.2.3|. Reported procedure: 3-(2-Hydroxyphenyl)propionamide (5.6 g, 33.9 mmol) was dissolved in acetonitrile (15 mL), and potassium carbonate (18.7 g, 135 mmol) was added thereto. Subsequently, tert-butyl 2-bromoisobutyrate (30.3 g, 135 mmol) was added, and the mixture was stirred at 80° C. After completion of reaction, water was added thereto, and the resultant mixture was extracted with ethyl acetate. The organic layer was washed with saturated brine, followed by drying over sodium sulfate, concentration under reduced pr...